From a dataset of the Open Reaction Database (ORD), a public repository of structured organic reaction records. describe an organic reaction: reactants, conditions, products, and yield Starting materials: OC1=C(C=CC(=C1CCC)O)C(C)=O (1-(2,4-dihydroxy-3-propylphenyl)ethanone), COC(COC1=C(C(=CC=C1C(C)=O)OCCCBr)CCC)=O ([6-acetyl-3-(3-bromopropoxy)-2-propylphenoxy]acetic acid methyl ester), C([O-])([O-])=O.[K+].[K+] (potassium carbonate). Solvent: CC(=O)C (acetone), CN(C=O)C (dimethylformamide). Yields the product COC(COC1=C(C(=CC=C1C(C)=O)OCCCOC1=C(C(=C(C=C1)C(C)=O)O)CCC)CCC)=O ([6-acetyl-3-[3-(4-acetyl-3-hydroxy-2-propylphenoxy)propoxy]-2-propylphenoxy]acetic acid methyl ester). Isolated yield 32.7%. Reaction SMILES: [OH:1][C:2]1[C:7]([CH2:8][CH2:9][CH3:10])=[C:6]([OH:11])[CH:5]=[CH:4][C:3]=1[C:12](=[O:14])[CH3:13].[CH3:15][O:16][C:17](=[O:37])[CH2:18][O:19][C:20]1[C:25]([C:26](=[O:28])[CH3:27])=[CH:24][CH:23]=[C:22]([O:29][CH2:30][CH2:31][CH2:32]Br)[C:21]=1[CH2:34][CH2:35][CH3:36].C(=O)([O-])[O-].[K+].[K+]>CC(C)=O.CN(C)C=O>[CH3:15][O:16][C:17](=[O:37])[CH2:18][O:19][C:20]1[C:25]([C:26](=[O:28])[CH3:27])=[CH:24][CH:23]=[C:22]([O:29][CH2:30][CH2:31][CH2:32][O:11][C:6]2[CH:5]=[CH:4][C:3]([C:12](=[O:14])[CH3:13])=[C:2]([OH:1])[C:7]=2[CH2:8][CH2:9][CH3:10])[C:21]=1[CH2:34][CH2:35][CH3:36] |f:2.3.4|. Procedure: A mixture of 1.72 g of 1-(2,4-dihydroxy-3-propylphenyl)ethanone, 3.43 g of [6-acetyl-3-(3-bromopropoxy)-2-propylphenoxy]acetic acid methyl ester, 2.44 g of anhydrous potassium carbonate in 50 ml of anhydrous acetone and 25 ml of anhydrous dimethylformamide was stirred at reflux for 18 hours. The reaction mixture was concentrated in vacuo and the residue was purified by high pressure liquid chromatography to give 1.45 g (33%) of [6-acetyl-3-[3-(4-acetyl-3-hydroxy-2-propylphenoxy)propoxy]-2-propyl... Reactants: C(#N)C1=C(C=CC(=C1)[N+](=O)[O-])C (2-cyano-4-nitrotoluene), C(C1=CC=CC=C1)=O (benzaldehyde), C([O-])([O-])=O.[K+].[K+] (potassium carbonate). Run in CO (MeOH). Product: [N+](=O)([O-])C=1C=C(C(=O)N)C(=CC1)C=CC1=CC=CC=C1 (3-nitro-6-styrylbenzamide). Yield: 785.4%. Reaction SMILES: [C:1]([C:3]1[CH:8]=[C:7]([N+:9]([O-:11])=[O:10])[CH:6]=[CH:5][C:4]=1[CH3:12])#[N:2].[CH:13](=O)[C:14]1[CH:19]=[CH:18][CH:17]=[CH:16][CH:15]=1.C(=O)([O-])[O-:22].[K+].[K+]>CO>[N+:9]([C:7]1[CH:8]=[C:3]([C:4]([CH:12]=[CH:13][C:14]2[CH:19]=[CH:18][CH:17]=[CH:16][CH:15]=2)=[CH:5][CH:6]=1)[C:1]([NH2:2])=[O:22])([O-:11])=[O:10] |f:2.3.4|. Procedure: A mixture of 2-cyano-4-nitrotoluene (10 g, 6.17 mmol), benzaldehyde (6.51 g, 6.17 mmol) and potassium carbonate (20 g) in MeOH (200 mL) was heated at reflux for 10 min. The mixture was cooled to ambient temperature over 30 min, whereupon precipitation of the product was complete. The product was isolated by filtration and washed successively with 1N HCl, water and MeOH then air dried. There was obtained 13.0 g of the benzamide (mp 269.8° C.) as evident from the lack of a nitrile adsorption in th... Starting materials: C(CCC)[Li] (n-butyllithium), CCCCCC (hexane), OC1C=CC(C1)=O (4-hydroxy-2-cyclopentenone). The solvent is O1CCCC1 (tetrahydrofuran), O1CCCC1 (tetrahydrofuran). Run at temperature -78 celsius, time 60 minute. Yields the product C(CCC)C1(C=CC(C1)O)O (4-butylcyclopent-2-ene-1,4-diol). Isolated yield 90.0%. RXN SMILES: [CH2:1]([Li])[CH2:2][CH2:3][CH3:4].CCCCCC.[OH:12][CH:13]1[CH2:17][C:16](=[O:18])[CH:15]=[CH:14]1>O1CCCC1>[CH2:1]([C:16]1([OH:18])[CH2:17][CH:13]([OH:12])[CH:14]=[CH:15]1)[CH2:2][CH2:3][CH3:4]. Reported procedure: 30 ml of tetrahydrofuran was put in a reaction tube and cooled to -78° C., and n-butyllithium (as a 1.6M hexane solution; 13.8 ml, 22.08 mmmoles) was added dropwise. Then a solution of 4-hydroxy-2-cyclopentenone (987 mg; 10.1 mmoles) in 20 ml of tetrahydrofuran was added dropwise over about 20 minutes. The reaction mixture was washed with 8 ml of tetrahydrofuran. After 60 minutes, 40 ml of a saturated aqueous solution of ammonium chloride was added, and the mixture was vigorously shaken. The org... The reactants are C1(=CC=CC=C1)C (toluene), N1=CC=C(C=C1)C1N(CCC2=CC=CC=C12)C(=O)OCC (ethyl 1-(4-pyridyl)-1,2,3,4-tetrahydro-2-isoquinolinecarboxylate), N12CC(C(CC1)CC2)O (3-quinuclidinol), [H-].[Na+] (sodium hydride). Solvent: C(C)O (ethanol). Yields the product N1=CC=C(C=C1)C1N(CCC2=CC=CC=C12)C(=O)OC1CN2CCC1CC2 (3-quinuclidinyl 1-(4-pyridyl)-1,2,3,4-tetrahydro-2-isoquinolinecarboxylate). The yield is 89.2%. Reaction SMILES: C1(C)C=CC=CC=1.[N:8]1[CH:13]=[CH:12][C:11]([CH:14]2[C:23]3[C:18](=[CH:19][CH:20]=[CH:21][CH:22]=3)[CH2:17][CH2:16][N:15]2[C:24]([O:26][CH2:27][CH3:28])=[O:25])=[CH:10][CH:9]=1.[N:29]12CC[CH:32]([CH2:33][CH2:34]1)[CH:31](O)[CH2:30]2.[H-].[Na+]>C(O)C>[N:8]1[CH:9]=[CH:10][C:11]([CH:14]2[C:23]3[C:18](=[CH:19][CH:20]=[CH:21][CH:22]=3)[CH2:17][CH2:16][N:15]2[C:24]([O:26][CH:27]2[CH:32]3[CH2:33][CH2:34][N:29]([CH2:30][CH2:31]3)[CH2:28]2)=[O:25])=[CH:12][CH:13]=1 |f:3.4|. Reported procedure: To a 50 ml toluene suspension containing 720 mg of ethyl 1-(4-pyridyl)-1,2,3,4-tetrahydro-2-isoquinolinecarboxylate and 973 mg of 3-quinuclidinol, 102 mg of sodium hydride (60%) was added at room temperature. The resulting mixture was heated under reflux for 5 hours and 40 minutes while the resulting ethanol was removed together with toluene. The reaction mixture was cooled to room temperature, followed by addition of 20 ml of water. The resulting mixture was extracted with chloroform. The organ... Reactants: CCOC(=O)CCC(=O)N1CC(Oc2ccccc2C(C)(C)C)C1, CCO, Cl, [Li+], [OH-]. Yields the product CC(C)(C)c1ccccc1OC1CN(C(=O)CCC(=O)O)C1. As a reaction SMILES: [C:1]([CH3:2])([CH3:3])([CH3:4])[c:5]1[c:6]([O:7][CH:8]2[CH2:9][N:10]([C:12]([CH2:13][CH2:14][C:15](=[O:16])[O:17][CH2:18][CH3:19])=[O:20])[CH2:11]2)[cH:21][cH:22][cH:23][cH:24]1.[CH3:28][CH2:29][OH:30].[ClH:27].[Li+:25].[OH-:26]>>[C:1]([CH3:2])([CH3:3])([CH3:4])[c:5]1[c:6]([O:7][CH:8]2[CH2:9][N:10]([C:12]([CH2:13][CH2:14][C:15](=[O:16])[OH:17])=[O:20])[CH2:11]2)[cH:21][cH:22][cH:23][cH:24]1.